Dataset: the Open Reaction Database (ORD), a public repository of structured organic reaction records. Task: describe an organic reaction: reactants, conditions, products, and yield Starting materials: COC(=O)Cc1ccc(OC)c(Oc2ccc(C(F)(F)F)cc2CBr)c1, CC1NC(=O)OC1c1ccccc1. Product: COC(=O)Cc1ccc(OC)c(Oc2ccc(C(F)(F)F)cc2CN2C(=O)OC(c3ccccc3)C2C)c1. RXN SMILES: [CH3:1][O:2][C:3]([CH2:4][c:5]1[cH:6][c:7]([O:13][c:14]2[c:15]([CH2:24][Br:25])[cH:16][c:17]([C:20]([F:21])([F:22])[F:23])[cH:18][cH:19]2)[c:8]([O:11][CH3:12])[cH:9][cH:10]1)=[O:26].[CH3:27][CH:28]1[NH:29][C:30](=[O:39])[O:31][CH:32]1[c:33]1[cH:34][cH:35][cH:36][cH:37][cH:38]1>>[CH3:1][O:2][C:3]([CH2:4][c:5]1[cH:6][c:7]([O:13][c:14]2[c:15]([CH2:24][N:29]3[CH:28]([CH3:27])[CH:32]([c:33]4[cH:34][cH:35][cH:36][cH:37][cH:38]4)[O:31][C:30]3=[O:39])[cH:16][c:17]([C:20]([F:21])([F:22])[F:23])[cH:18][cH:19]2)[c:8]([O:11][CH3:12])[cH:9][cH:10]1)=[O:26]. Reactants: CNC, Cl, O=C(O)c1cc2c(N3CCOCC3)nc(-c3cccc4[nH]ncc34)nc2s1. Yields the product CN(C)C(=O)c1cc2c(N3CCOCC3)nc(-c3cccc4[nH]ncc34)nc2s1. As a reaction SMILES: [CH3:28][NH:29][CH3:30].[ClH:31].[nH:1]1[n:2][cH:3][c:4]2[c:5](-[c:10]3[n:11][c:12]([N:22]4[CH2:23][CH2:24][O:25][CH2:26][CH2:27]4)[c:13]4[c:14]([n:15]3)[s:16][c:17]([C:19](=[O:20])[OH:21])[cH:18]4)[cH:6][cH:7][cH:8][c:9]12>>[nH:1]1[n:2][cH:3][c:4]2[c:5](-[c:10]3[n:11][c:12]([N:22]4[CH2:23][CH2:24][O:25][CH2:26][CH2:27]4)[c:13]4[c:14]([n:15]3)[s:16][c:17]([C:19](=[O:20])[N:29]([CH3:28])[CH3:30])[cH:18]4)[cH:6][cH:7][cH:8][c:9]12. The reactants are CN=C=O (methyl isocyanate), NC1=CC=C(C=C1)C1=NN=C(CC2=C1C=C1C(=C2)OCO1)C (1-(4-aminophenyl)-4-methyl-7,8-methylenedioxy-5H-2,3-benzodiazepine). The solvent is O (water), CN(C=O)C (dimethylformamide). Reaction conditions: temperature 25 celsius, time 24 hour. The product is CNC(=O)NC1=CC=C(C=C1)C1=NN=C(CC2=C1C=C1C(=C2)OCO1)C (1-(4-Methylcarbamoylaminophenyl)-4-methyl-7,8-methylenedioxy-5H-2,3-benzodiazepine). Isolated yield 71.1%. As a reaction SMILES: [CH3:1][N:2]=[C:3]=[O:4].[NH2:5][C:6]1[CH:11]=[CH:10][C:9]([C:12]2[C:18]3[CH:19]=[C:20]4[O:25][CH2:24][O:23][C:21]4=[CH:22][C:17]=3[CH2:16][C:15]([CH3:26])=[N:14][N:13]=2)=[CH:8][CH:7]=1>CN(C)C=O.O>[CH3:1][NH:2][C:3]([NH:5][C:6]1[CH:11]=[CH:10][C:9]([C:12]2[C:18]3[CH:19]=[C:20]4[O:25][CH2:24][O:23][C:21]4=[CH:22][C:17]=3[CH2:16][C:15]([CH3:26])=[N:14][N:13]=2)=[CH:8][CH:7]=1)=[O:4]. Reported procedure: 0.8 ml (13.4 mmol) of methyl isocyanate was added to a solution containing 1.0 g (3.41 mmol) of 1-(4-aminophenyl)-4-methyl-7,8-methylenedioxy-5H-2,3-benzodiazepine in 8 ml of dimethylformamide (DMF), then the reaction mixture was stirred at 25° C. for 24 hours. After diluting with 80 ml of water, filtering at 5° C. and drying at 60° to 100° C., 1.06 g of raw product, m.p.: 204°-207° C. (sintering from 160° C.) were obtained which, when recrystallized from 5 ml of ethanol, gave 0.85 g (71.4%) of ...